The task is: describe an organic reaction: reactants, conditions, products, and yield. This data is from the Open Reaction Database (ORD), a public repository of structured organic reaction records. Reactants: C(CCCCC)(=O)N (hexanoamide), ClCC(=O)CCl (1,3-dichloroacetone), [OH-].[Na+] (NaOH). Run in OS(=O)(=O)O (H2SO4). Conditions: temperature 120 celsius. Yields the product C(CCCC)C=1OC=C(N1)CCl (2-pentyl-4-chloromethyl-oxazole). The yield is 19.2%. Reaction SMILES: [C:1]([NH2:8])(=[O:7])[CH2:2][CH2:3][CH2:4][CH2:5][CH3:6].[Cl:9][CH2:10][C:11]([CH2:13]Cl)=O.[OH-].[Na+]>OS(O)(=O)=O>[CH2:2]([C:1]1[O:7][CH:13]=[C:11]([CH2:10][Cl:9])[N:8]=1)[CH2:3][CH2:4][CH2:5][CH3:6] |f:2.3|. Reported procedure: The synthesis of 3 was performed similarly to example 1 above. The solids, hexanoamide (5 g) and 1,3-dichloroacetone (5.5 g), were mixed together in a round bottomed flask and heated at 120° C. under an argon atmosphere for 2 hours. The mixture was cooled to 25° C. for 1 hour, followed by the addition of concentrated H2SO4 (50 mL). The resulting syrup was poured onto ice and the pH was adjusted to 10 with NaOH (1M). The resulting solution was extracted with CHCl3, dried (Na2SO4) and evaporated t... Reactants: C12(CC3CC(CC(C1)C3)C2)CCC2=C(N=C(N2)C=2C(=NC(=CC2C)C)C)C(=O)O (5-(2-Adamantan-1-yl-ethyl)-2-(2,4,6-trimethyl-pyridine-3-yl)-1H-imidazole-4-carboxylic acid), C(C1=CC=CC=C1)OC(C1=C(C=CC(=C1)N)C)=O (5-amino-2-methyl-benzoic acid benzyl ester). Yields the product C(C1=CC=CC=C1)OC(C1=C(C=CC(=C1)NC(=O)C=1N=C(NC1CCC12CC3CC(CC(C1)C3)C2)C=2C(=NC(=CC2C)C)C)C)=O (5-{[5-(2-adamantan-1-yl-ethyl)-2-(2,4,6-trimethyl-pyridine-3-yl)-1H-imidazole-4-carbonyl]-amino }-2-methyl-benzoic acid benzyl ester). As a reaction SMILES: [C:1]12([CH2:11][CH2:12][C:13]3[NH:17][C:16]([C:18]4[C:19]([CH3:26])=[N:20][C:21]([CH3:25])=[CH:22][C:23]=4[CH3:24])=[N:15][C:14]=3[C:27](O)=[O:28])[CH2:10][CH:5]3[CH2:6][CH:7]([CH2:9][CH:3]([CH2:4]3)[CH2:2]1)[CH2:8]2.[CH2:30]([O:37][C:38](=[O:47])[C:39]1[CH:44]=[C:43]([NH2:45])[CH:42]=[CH:41][C:40]=1[CH3:46])[C:31]1[CH:36]=[CH:35][CH:34]=[CH:33][CH:32]=1>>[CH2:30]([O:37][C:38](=[O:47])[C:39]1[CH:44]=[C:43]([NH:45][C:27]([C:14]2[N:15]=[C:16]([C:18]3[C:19]([CH3:26])=[N:20][C:21]([CH3:25])=[CH:22][C:23]=3[CH3:24])[NH:17][C:13]=2[CH2:12][CH2:11][C:1]23[CH2:2][CH:3]4[CH2:4][CH:5]([CH2:6][CH:7]([CH2:9]4)[CH2:8]2)[CH2:10]3)=[O:28])[CH:42]=[CH:41][C:40]=1[CH3:46])[C:31]1[CH:36]=[CH:35][CH:34]=[CH:33][CH:32]=1. Reported procedure: 5-(2-Adamantan-1-yl-ethyl)-2-(2,4,6-trimethyl-pyridine-3-yl)-1H-imidazole-4-carboxylic acid (Example 182) was reacted with 5-amino-2-methyl-benzoic acid benzyl ester according to the procedure of Example 20, step d to afford 5-{[5-(2-adamantan-1-yl-ethyl)-2-(2,4,6-trimethyl-pyridine-3-yl)-1H-imidazole-4-carbonyl]-amino }-2-methyl-benzoic acid benzyl ester. The benzyl group was removed following the procedure of Example 1, step e, to afford the title compound as a white solid. 1H NMR (300 MHz, d6... Starting materials: CC(=O)OC(C)C(NC(=O)OCc1ccccc1)C(=O)O, ClCCl, O=C(OCc1ccccc1)C(CO)NC(=O)C(F)(F)F. The product is CC(=O)OC(C)C(NC(=O)OCc1ccccc1)C(=O)OCC(NC(=O)C(F)(F)F)C(=O)OCc1ccccc1. Reaction SMILES: [C:1]([CH3:2])(=[O:3])[O:4][CH:5]([CH:6]([NH:7][C:8](=[O:9])[O:10][CH2:11][c:12]1[cH:13][cH:14][cH:15][cH:16][cH:17]1)[C:18](=[O:19])[OH:20])[CH3:21].[CH2:42]([Cl:43])[Cl:44].[F:22][C:23]([C:24](=[O:25])[NH:26][CH:27]([CH2:28][OH:29])[C:30](=[O:31])[O:32][CH2:33][c:34]1[cH:35][cH:36][cH:37][cH:38][cH:39]1)([F:40])[F:41]>>[C:1]([CH3:2])(=[O:3])[O:4][CH:5]([CH:6]([NH:7][C:8](=[O:9])[O:10][CH2:11][c:12]1[cH:13][cH:14][cH:15][cH:16][cH:17]1)[C:18](=[O:19])[O:20][CH2:28][CH:27]([NH:26][C:24]([C:23]([F:22])([F:40])[F:41])=[O:25])[C:30](=[O:31])[O:32][CH2:33][c:34]1[cH:35][cH:36][cH:37][cH:38][cH:39]1)[CH3:21]. Reaction SMILES: [Br:13][c:14]1[cH:15][n:16][cH:17][cH:18][cH:19]1.[CH2:31]1[O:32][CH2:33][CH2:34][CH2:35]1.[CH3:1][CH2:2][CH2:3][CH2:4][Li:5].[CH:6]([NH:7][CH:8]([CH3:9])[CH3:10])([CH3:11])[CH3:12].[Cl-:29].[Cl:20][c:21]1[c:22]([CH:23]=[O:24])[cH:25][cH:26][cH:27][cH:28]1.[NH4+:30]>>[Br:13][c:14]1[cH:15][n:16][cH:17][cH:18][c:19]1[CH:23]([c:22]1[c:21]([Cl:20])[cH:28][cH:27][cH:26][cH:25]1)[OH:24]. The product is OC(c1ccccc1Cl)c1ccncc1Br. The reactants are Brc1cccnc1, C1CCOC1, [Li]CCCC, CC(C)NC(C)C, [Cl-], O=Cc1ccccc1Cl, [NH4+]. Reactants: C1(=CCCCC1)C1=CC=C(C=C1)C(C(=O)O)C (α-[para-(1-cyclohexenyl)-phenyl]-propionic acid), S(=O)(Cl)Cl (thionyl chloride). The solvent is C1=CC=CC=C1 (benzene). The product is C1(=CCCCC1)C1=CC=C(C=C1)C(C(=O)Cl)C (α-[para-(1-cyclohexenyl)-phenyl]-propionic acid chloride). RXN SMILES: [C:1]1([C:7]2[CH:12]=[CH:11][C:10]([CH:13]([CH3:17])[C:14](O)=[O:15])=[CH:9][CH:8]=2)[CH2:6][CH2:5][CH2:4][CH2:3][CH:2]=1.S(Cl)([Cl:20])=O>C1C=CC=CC=1>[C:1]1([C:7]2[CH:12]=[CH:11][C:10]([CH:13]([CH3:17])[C:14]([Cl:20])=[O:15])=[CH:9][CH:8]=2)[CH2:6][CH2:5][CH2:4][CH2:3][CH:2]=1. Procedure details: A solution of 17 g of α-[para-(1-cyclohexenyl)-phenyl]-propionic acid in 100 ml of absolute benzene is treated with 8 ml of thionyl chloride and then heated at 80°-90°C for one hour. The solution is evaporated under reduced pressure, the residue dissolved in 3 × 50 ml of absolute benzene, followed each time by evaporation under reduced pressure. There is thus obtained as residue α-[para-(1-cyclohexenyl)-phenyl]-propionic acid chloride which can be used as it is for the manufacture of the afore-d... Reactants: NC1=NC=NC2=CC=C(C=C12)NC(CCC1CCCC1)=O (4-amino-6-(3-cyclopentylpropionamido)quinazoline), COC=C(C(=O)OC)C(=O)OC (dimethyl methoxymethylenepropanedioate), O (water). Solvent: CN(C=O)C (N,N-dimethylformamide). Run at temperature 100 celsius, time 10 minute. The product is O=C1C(=CN=C2N1C=NC=1C=CC(=CC21)NC(CCC2CCCC2)=O)C(=O)OC (methyl 4-oxo-10-(3-cyclopentylpropionamido)-4H-pyrimido[1,2-C]quinazoline-3-carboxylate). The yield is 22.1%. Reaction SMILES: [NH2:1][C:2]1[C:11]2[C:6](=[CH:7][CH:8]=[C:9]([NH:12][C:13](=[O:21])[CH2:14][CH2:15][CH:16]3[CH2:20][CH2:19][CH2:18][CH2:17]3)[CH:10]=2)[N:5]=[CH:4][N:3]=1.C[O:23][CH:24]=[C:25]([C:30](OC)=O)[C:26]([O:28][CH3:29])=[O:27].O>CN(C)C=O>[O:23]=[C:24]1[N:3]2[CH:4]=[N:5][C:6]3[CH:7]=[CH:8][C:9]([NH:12][C:13](=[O:21])[CH2:14][CH2:15][CH:16]4[CH2:20][CH2:19][CH2:18][CH2:17]4)=[CH:10][C:11]=3[C:2]2=[N:1][CH:30]=[C:25]1[C:26]([O:28][CH3:29])=[O:27]. Procedure details: A mixture of 4-amino-6-(3-cyclopentylpropionamido)quinazoline (7.05 g) and dimethyl methoxymethylenepropanedioate (6.48 g) in N,N-dimethylformamide (28 ml) was stirred at 100° C. for 1 hour and 10 minutes. After cooling to ambient temperature, water was added to the reaction mixture. The resulting solid was separated by filtration, washed with water, and dried. The crude crystals were dissolved in a mixture of chloroform and methanol, treated with activated charcoal, and evaporated under reduced...